Task: describe an organic reaction: reactants, conditions, products, and yield. Dataset: the Open Reaction Database (ORD), a public repository of structured organic reaction records Starting materials: C(C)(C)N1N=C(N=C1C=1SC=2CCOC3=C(C2N1)C=CC(=C3)C(C)N)C (1-[2-(2-isopropyl-5-methyl-2H-[1,2,4]triazol-3-yl)-4,5-dihydro-6-oxa-3-thia-1-aza-benzo[e]azulen-8-yl]-ethylamine), [O-]C#N.[K+] (potassium cyanate). Solvent: C(C)(=O)O (acetic acid), O (water), O (Water). Reaction conditions: temperature 50 celsius, time 8 hour. Product: C(C)(C)N1N=C(N=C1C=1SC=2CCOC3=C(C2N1)C=CC(=C3)C(C)NC(=O)N)C ({1-[2-(2-Isopropyl-5-methyl-2H-[1,2,4]triazol-3-yl)-4,5-dihydro-6-oxa-3-thia-1-aza-benzo[e]azulen-8-yl]-ethyl}-urea). Isolated yield 4.1%. As a reaction SMILES: [CH:1]([N:4]1[C:8]([C:9]2[S:10][C:11]3[CH2:12][CH2:13][O:14][C:15]4[CH:22]=[C:21]([CH:23]([NH2:25])[CH3:24])[CH:20]=[CH:19][C:16]=4[C:17]=3[N:18]=2)=[N:7][C:6]([CH3:26])=[N:5]1)([CH3:3])[CH3:2].[O-:27][C:28]#[N:29].[K+]>C(O)(=O)C.O>[CH:1]([N:4]1[C:8]([C:9]2[S:10][C:11]3[CH2:12][CH2:13][O:14][C:15]4[CH:22]=[C:21]([CH:23]([NH:25][C:28]([NH2:29])=[O:27])[CH3:24])[CH:20]=[CH:19][C:16]=4[C:17]=3[N:18]=2)=[N:7][C:6]([CH3:26])=[N:5]1)([CH3:3])[CH3:2] |f:1.2|. Reported procedure: To a solution of 1-[2-(2-isopropyl-5-methyl-2H-[1,2,4]triazol-3-yl)-4,5-dihydro-6-oxa-3-thia-1-aza-benzo[e]azulen-8-yl]-ethylamine (0.120 g, 0.325 mmol) in acetic acid (0.0923 mL) and water (3.45 mL) was added a solution of potassium cyanate (0.132 g, 0.00162 mol) in Water (1.0 mL, 0.056 mol) dropwise. The reaction was stirred at 50° C. overnight, cooled down, filtered, and rinsed with cold water. The crude was precipitated in methanol/water and repurified by reverse-phase HPLC to give 542 as a ... The reactants are CN1CCC(=O)CC1, CC(=O)O, CC(C)(C)c1cc(I)c(O)c(CN)c1, c1ccccc1. The product is CN1CCC2(CC1)NCc1cc(C(C)(C)C)cc(I)c1O2. Reaction SMILES: [CH3:15][N:16]1[CH2:17][CH2:18][C:19](=[O:22])[CH2:20][CH2:21]1.[CH3:23][C:24](=[O:25])[OH:26].[NH2:1][CH2:2][c:3]1[c:4]([OH:14])[c:5]([I:13])[cH:6][c:7]([C:9]([CH3:10])([CH3:11])[CH3:12])[cH:8]1.[cH:27]1[cH:28][cH:29][cH:30][cH:31][cH:32]1>>[NH:1]1[CH2:2][c:3]2[c:4]([c:5]([I:13])[cH:6][c:7]([C:9]([CH3:10])([CH3:11])[CH3:12])[cH:8]2)[O:14][C:19]12[CH2:18][CH2:17][N:16]([CH3:15])[CH2:21][CH2:20]2. The reactants are [N+](=O)([O-])C1=C(CCO)C=CC=C1 (2-nitrophenethyl alcohol), O1CCCC1 (tetrahydrofuran). Run at temperature 15 celsius, time 2 hour. The product is N1C=CC2=CC=CC(=C12)CCO (2-(1H-Indol-7-yl)ethanol). As a reaction SMILES: [N+:1]([C:4]1[CH:12]=[CH:11][CH:10]=[CH:9][C:5]=1[CH2:6][CH2:7][OH:8])([O-])=O.O1CC[CH2:15][CH2:14]1>>[NH:1]1[C:4]2[C:12](=[CH:11][CH:10]=[CH:9][C:5]=2[CH2:6][CH2:7][OH:8])[CH:15]=[CH:14]1. Reported procedure: Dissolve the brown oil in tetrahydrofuran (500 mL), add distilled water (100 mL), and cool the mixture to 15° C. Add 1M aqueous hydrochloric acid (100 mL), then stir at 15° C. for 2 hours. Add solid sodium hydrogen carbonate until the reaction mixture is basic, and saturate by adding solid sodium chloride. Separate, filter, and concentrate under reduced pressure to obtain 9.3 of a brown oil, which is a mixture of the title compound and 2-nitrophenethyl alcohol.